describe an organic reaction: reactants, conditions, products, and yield From a dataset of the Open Reaction Database (ORD), a public repository of structured organic reaction records. Reactants: C(C)(C)(C)OC(=O)N1CCC(CC1)COC=1C=C(C=CC1CC1=CC=CC=C1)OS(=O)(=O)C1=C(C=CC=C1)Cl (2-chlorobenzenesulfonic acid 3-[[1-N-(tert-butoxycarbonyl)piperidin-4-yl]methoxy]-4-benzylphenyl ester), Cl (HCl). As a reaction SMILES: C(OC([N:8]1[CH2:13][CH2:12][CH:11]([CH2:14][O:15][C:16]2[CH:17]=[C:18]([O:29][S:30]([C:33]3[CH:38]=[CH:37][CH:36]=[CH:35][C:34]=3[Cl:39])(=[O:32])=[O:31])[CH:19]=[CH:20][C:21]=2[CH2:22][C:23]2[CH:28]=[CH:27][CH:26]=[CH:25][CH:24]=2)[CH2:10][CH2:9]1)=O)(C)(C)C.Cl>C(Cl)Cl.O1CCOCC1>[NH:8]1[CH2:13][CH2:12][CH:11]([CH2:14][O:15][C:16]2[CH:17]=[C:18]([O:29][S:30]([C:33]3[CH:38]=[CH:37][CH:36]=[CH:35][C:34]=3[Cl:39])(=[O:31])=[O:32])[CH:19]=[CH:20][C:21]=2[CH2:22][C:23]2[CH:28]=[CH:27][CH:26]=[CH:25][CH:24]=2)[CH2:10][CH2:9]1. Product: N1CCC(CC1)COC=1C=C(C=CC1CC1=CC=CC=C1)OS(=O)(=O)C1=C(C=CC=C1)Cl (2-Chlorobenzenesulfonic acid 3-[[piperidin-4-yl]methoxy]-4-benzylphenyl ester). Reported procedure: A solution of 380 mg (0.666 mmol) of 2-chlorobenzenesulfonic acid 3-[[1-N-(tert-butoxycarbonyl)piperidin-4-yl]methoxy]-4-benzylphenyl ester, as prepared in the preceding step, in 5 mL of methylene chloride was added 3 mL of 4N HCl in dioxane. The reaction mixture was stirred at ambient temperature for 1 h, carefully quenched with with saturated NaHCO3, dried (K2CO3), and concentrated to give 381 mg of crude title compound as an oil which was used as is in the next step. 1H-NMR (300 MHz, CDCl3) δ... Isolated yield 121.2%. The solvent is C(Cl)Cl (methylene chloride), O1CCOCC1 (dioxane). Run at time 1 hour. The reactants are CC(C)(C)OC(=O)N(c1ccc(C=CC(=O)O)cn1)C1CCN(C(c2ccccc2)c2ccccc2)C1, CCN=C=NCCCN(C)C, CCOC(C)=O, Cl, NOC1CCCCO1, CN(C)C=O, On1nnc2ccccc21. The product is CC(C)(C)OC(=O)N(c1ccc(C=CC(=O)NOC2CCCCO2)cn1)C1CCN(C(c2ccccc2)c2ccccc2)C1. RXN SMILES: [C:1]([CH3:2])([CH3:3])([CH3:4])[O:5][C:6](=[O:7])[N:8]([c:9]1[cH:10][cH:11][c:12]([CH:15]=[CH:16][C:17](=[O:18])[OH:19])[cH:13][n:14]1)[CH:20]1[CH2:21][N:22]([CH:25]([c:26]2[cH:27][cH:28][cH:29][cH:30][cH:31]2)[c:32]2[cH:33][cH:34][cH:35][cH:36][cH:37]2)[CH2:23][CH2:24]1.[CH3:56][CH2:57][N:58]=[C:59]=[N:60][CH2:61][CH2:62][CH2:63][N:64]([CH3:65])[CH3:66].[CH3:73][CH2:74][O:75][C:76](=[O:77])[CH3:78].[ClH:67].[O:38]1[CH:39]([O:44][NH2:45])[CH2:40][CH2:41][CH2:42][CH2:43]1.[O:68]=[CH:69][N:70]([CH3:71])[CH3:72].[OH:46][n:47]1[c:48]2[c:49]([cH:50][cH:51][cH:52][cH:53]2)[n:54][n:55]1>>[C:1]([CH3:2])([CH3:3])([CH3:4])[O:5][C:6](=[O:7])[N:8]([c:9]1[cH:10][cH:11][c:12]([CH:15]=[CH:16][C:17](=[O:18])[NH:45][O:44][CH:39]2[O:38][CH2:43][CH2:42][CH2:41][CH2:40]2)[cH:13][n:14]1)[CH:20]1[CH2:21][N:22]([CH:25]([c:26]2[cH:27][cH:28][cH:29][cH:30][cH:31]2)[c:32]2[cH:33][cH:34][cH:35][cH:36][cH:37]2)[CH2:23][CH2:24]1. The product is Cc1c(C)n(S(=O)(=O)c2ccccc2)c2ncccc12. RXN SMILES: [CH2:31]1[O:32][CH2:33][CH2:34][CH2:35]1.[CH3:28][I:29].[CH3:9][c:10]1[cH:11][n:12]([S:19](=[O:20])(=[O:21])[c:22]2[cH:23][cH:24][cH:25][cH:26][cH:27]2)[c:13]2[n:14][cH:15][cH:16][cH:17][c:18]12.[CH:1]([N-:2][CH:3]([CH3:4])[CH3:5])([CH3:6])[CH3:7].[Cl:36][CH2:37][Cl:38].[Li+:8].[OH2:30]>>[CH3:1][c:11]1[c:10]([CH3:9])[c:18]2[c:13]([n:12]1[S:19](=[O:20])(=[O:21])[c:22]1[cH:23][cH:24][cH:25][cH:26][cH:27]1)[n:14][cH:15][cH:16][cH:17]2. The reactants are C1CCOC1, CI, Cc1cn(S(=O)(=O)c2ccccc2)c2ncccc12, CC(C)[N-]C(C)C, ClCCl, [Li+], O. The reactants are C1(CC1)NC1CCN(CC1)C1=NC=C(C=C1F)C(F)(F)F (cyclopropyl-(3′-fluoro-5′-trifluoromethyl-3,4,5,6-tetrahydro-2H-[1,2′]bipyridinyl-4-yl)-amine), FC=1C=C(C(=O)O)C=CC1N1C(=NC=C1)C (3-fluoro-4-(2-methyl-imidazol-1-yl)-benzoic acid). Yields the product C1(CC1)N(C(C1=CC(=C(C=C1)N1C(=NC=C1)C)F)=O)C1CCN(CC1)C1=NC=C(C=C1F)C(F)(F)F (N-Cyclopropyl-3-fluoro-N-(3′-fluoro-5′-trifluoromethyl-3,4,5,6-tetrahydro-2H-[1,2′]bipyridinyl-4-yl)-4-(2-methyl-imidazol-1-yl)-benzamide). Reaction SMILES: [CH:1]1([NH:4][CH:5]2[CH2:10][CH2:9][N:8]([C:11]3[C:16]([F:17])=[CH:15][C:14]([C:18]([F:21])([F:20])[F:19])=[CH:13][N:12]=3)[CH2:7][CH2:6]2)[CH2:3][CH2:2]1.[F:22][C:23]1[CH:24]=[C:25]([CH:29]=[CH:30][C:31]=1[N:32]1[CH:36]=[CH:35][N:34]=[C:33]1[CH3:37])[C:26](O)=[O:27]>>[CH:1]1([N:4]([CH:5]2[CH2:10][CH2:9][N:8]([C:11]3[C:16]([F:17])=[CH:15][C:14]([C:18]([F:20])([F:19])[F:21])=[CH:13][N:12]=3)[CH2:7][CH2:6]2)[C:26](=[O:27])[C:25]2[CH:29]=[CH:30][C:31]([N:32]3[CH:36]=[CH:35][N:34]=[C:33]3[CH3:37])=[C:23]([F:22])[CH:24]=2)[CH2:2][CH2:3]1. Reported procedure: The title compound is prepared from cyclopropyl-(3′-fluoro-5′-trifluoromethyl-3,4,5,6-tetrahydro-2H-[1,2′]bipyridinyl-4-yl)-amine and 3-fluoro-4-(2-methyl-imidazol-1-yl)-benzoic acid following a procedure analogous to that described in Example 90. LC (method 19): tR=4.71 min; Mass spectrum (ESI+): m/z=506 [M+H]+. Reactants: C(\C=C\C(=O)O)(=O)O (fumaric acid), C1(=CC=CC2=CC=CC=C12)CN1C=NC=C1 (1-(1-naphthylmethyl)imidazole). The solvent is C(C)O (ethanol), C(C)O (ethanol). Conditions: time 10 minute. Product: C1(=CC=CC2=CC=CC=C12)CN1C=NC=C1 (1-(1-naphthylmethyl)imidazole), C(\C=C\C(=O)[O-])(=O)O (hydrogen fumarate). As a reaction SMILES: [C:1]([OH:8])(=[O:7])/[CH:2]=[CH:3]/[C:4]([OH:6])=[O:5].[C:9]1([CH2:19][N:20]2[CH:24]=[CH:23][N:22]=[CH:21]2)[C:18]2[C:13](=[CH:14][CH:15]=[CH:16][CH:17]=2)[CH:12]=[CH:11][CH:10]=1>C(O)C>[C:9]1([CH2:19][N:20]2[CH:24]=[CH:23][N:22]=[CH:21]2)[C:18]2[C:13](=[CH:14][CH:15]=[CH:16][CH:17]=2)[CH:12]=[CH:11][CH:10]=1.[C:1]([OH:8])(=[O:7])/[CH:2]=[CH:3]/[C:4]([O-:6])=[O:5]. Reported procedure: A solution of fumaric acid (0.21 g) in hot ethanol (10 ml) was added to a solution of 1-(1-naphthylmethyl)imidazole (0.4 g) in ethanol (5 ml). After boiling for 10 minutes, the solution was evaporated under reduced pressure to afford a white solid. Recrystallisation of the solid from ethanol afforded 1-(1-naphthylmethyl)imidazole, hydrogen fumarate, m.p. 159°-161° C. Reactants: ICC (iodoethane), N1=CC=CC2=C1NC1=C(NC2=O)C=CC=C1 (6,11-dihydro-5H-pyrido[2,3-b][1,5]benzodiazepin-5-one), CN(C)C=O (DMF), [H-].[Na+] (sodium hydride). Solvent: O (water). Conditions: temperature 50 celsius, time 8 hour. Product: C(C)N1C2=C(C(NC3=C1C=CC=C3)=O)C=CC=N2 (6,11-dihydro-11-ethyl-5H-pyrido[2,3-b][1,5]benzodiazepin-5-one). The yield is 21.0%. Reaction SMILES: [N:1]1[C:6]2[NH:7][C:8]3[CH:16]=[CH:15][CH:14]=[CH:13][C:9]=3[NH:10][C:11](=[O:12])[C:5]=2[CH:4]=[CH:3][CH:2]=1.CN(C=O)C.[H-].[Na+].I[CH2:25][CH3:26]>O>[CH2:25]([N:7]1[C:8]2[CH:16]=[CH:15][CH:14]=[CH:13][C:9]=2[NH:10][C:11](=[O:12])[C:5]2[CH:4]=[CH:3][CH:2]=[N:1][C:6]1=2)[CH3:26] |f:2.3|. Procedure: A mixture of 15 g of 6,11-dihydro-5H-pyrido[2,3-b][1,5]benzodiazepin-5-one and 150 ml DMF was heated to 50° C. To the slurry was added 7.5 g (2 equiv) of 50% sodium hydride in mineral oil dispersion, during which time the temperature rose to 65° C. The mixture was cooled to 40° C. and then 6.0 ml of iodoethane was added. The resulting mixture was stirred at room temperature overnight, then poured into 700 ml of water and extracted with 700 ml of ether. The ether phase was dried (MgSO4) and conce... Starting materials: crude product, solution, [OH-].[Na+] (NaOH), ClC=1C=C(CN2C(=CC3=C2C=CC=2N3C(=NN2)C)C(=O)OCC2=CC(=CC(=C2)C=O)Cl)C=C(C1)C=O (3-Chloro-5-formylbenzyl 6-(3-chloro-5-formylbenzyl)-1-methyl-6H-pyrrolo[2,3-e][1,2,4]triazolo[4,3-a]pyridine-7-carboxylate), N1CCCC1 (pyrrolidine), C(C)(=O)O[BH-](OC(C)=O)OC(C)=O.[Na+] (sodium triacetoxyborohydride), solution, [OH-].[Na+] (NaOH). The solvent is C1CCOC1 (THF), C(Cl)Cl (DCM). Reaction conditions: time 8 hour. Product: ClC=1C=C(CN2C(=CC3=C2C=CC=2N3C(=NN2)C)C(=O)O)C=C(C1)CN1CCCC1 (6-[3-Chloro-5-(pyrrolidin-1-ylmethyl)benzyl]-1-methyl-6H-pyrrolo[2,3-e][1,2,4]triazolo[4,3-a]pyridine-7-carboxylic acid). RXN SMILES: [Cl:1][C:2]1[CH:3]=[C:4]([CH:32]=[C:33]([CH:35]=O)[CH:34]=1)[CH2:5][N:6]1[C:10]2[CH:11]=[CH:12][C:13]3[N:14]([C:15]([CH3:18])=[N:16][N:17]=3)[C:9]=2[CH:8]=[C:7]1[C:19]([O:21]CC1C=C(C=O)C=C(Cl)C=1)=[O:20].[NH:37]1[CH2:41][CH2:40][CH2:39][CH2:38]1.C(O[BH-](OC(=O)C)OC(=O)C)(=O)C.[Na+].[OH-].[Na+]>C(Cl)Cl.C1COCC1>[Cl:1][C:2]1[CH:3]=[C:4]([CH:32]=[C:33]([CH2:35][N:37]2[CH2:41][CH2:40][CH2:39][CH2:38]2)[CH:34]=1)[CH2:5][N:6]1[C:10]2[CH:11]=[CH:12][C:13]3[N:14]([C:15]([CH3:18])=[N:16][N:17]=3)[C:9]=2[CH:8]=[C:7]1[C:19]([OH:21])=[O:20] |f:2.3,4.5|. Procedure details: 3-Chloro-5-formylbenzyl 6-(3-chloro-5-formylbenzyl)-1-methyl-6H-pyrrolo[2,3-e][1,2,4]triazolo[4,3-a]pyridine-7-carboxylate (0.035 g, 0.067 mmol, from Example 131, Step 7) was suspended in DCM (4 mL) and pyrrolidine (0.03 g, 0.4 mmol, Aldrich) and sodium triacetoxyborohydride (0.2 g, 0.8 mmol, Aldrich) were added. After stirring overnight, the reaction mixture was made basic by the addition of 1N solution of NaOH, and the product was extracted with EtOAc. The organic extract was dried over sodium...